This data is from the Open Reaction Database (ORD), a public repository of structured organic reaction records. The task is: describe an organic reaction: reactants, conditions, products, and yield Reactants: CCCCCCN(Cc1ccccc1)C(=O)Cc1cccc(OCc2ccccc2C(=O)OC)c1, C1CCOC1, [Li+], [OH-], O. Product: CCCCCCN(Cc1ccccc1)C(=O)Cc1cccc(OCc2ccccc2C(=O)O)c1. RXN SMILES: [CH2:1]([c:2]1[cH:3][cH:4][cH:5][cH:6][cH:7]1)[N:8]([C:9]([CH2:10][c:11]1[cH:12][c:13]([O:14][CH2:15][c:16]2[c:17]([C:18](=[O:19])[O:20][CH3:21])[cH:22][cH:23][cH:24][cH:25]2)[cH:26][cH:27][cH:28]1)=[O:29])[CH2:30][CH2:31][CH2:32][CH2:33][CH2:34][CH3:35].[CH2:38]1[O:39][CH2:40][CH2:41][CH2:42]1.[Li+:36].[OH-:37].[OH2:43]>>[CH2:1]([c:2]1[cH:3][cH:4][cH:5][cH:6][cH:7]1)[N:8]([C:9]([CH2:10][c:11]1[cH:12][c:13]([O:14][CH2:15][c:16]2[c:17]([C:18](=[O:19])[OH:20])[cH:22][cH:23][cH:24][cH:25]2)[cH:26][cH:27][cH:28]1)=[O:29])[CH2:30][CH2:31][CH2:32][CH2:33][CH2:34][CH3:35]. The reactants are C1CCC2=NCCCN2CC1 (DBU), C(C1=CC=CC=C1)Br (benzyl bromide), C(C)(C)(C)OC(=O)NCCCCCC(=O)O (6-(tert-butoxycarbonylamino)hexanoic acid). Run in C(Cl)Cl (DCM). Reaction conditions: time 24 hour. Product: C(C)(C)(C)OC(=O)NCCCCCC(=O)OCC1=CC=CC=C1 (Benzyl 6-(tert-butoxycarbonylamino)hexanoate). RXN SMILES: C1CCN2C(=NCCC2)CC1.[CH2:12](Br)[C:13]1[CH:18]=[CH:17][CH:16]=[CH:15][CH:14]=1.[C:20]([O:24][C:25]([NH:27][CH2:28][CH2:29][CH2:30][CH2:31][CH2:32][C:33]([OH:35])=[O:34])=[O:26])([CH3:23])([CH3:22])[CH3:21]>C(Cl)Cl>[C:20]([O:24][C:25]([NH:27][CH2:28][CH2:29][CH2:30][CH2:31][CH2:32][C:33]([O:35][CH2:12][C:13]1[CH:18]=[CH:17][CH:16]=[CH:15][CH:14]=1)=[O:34])=[O:26])([CH3:23])([CH3:21])[CH3:22]. Procedure details: 1.94 ml of DBU and then 1.54 ml of benzyl bromide are added at RT to a solution of 3 g of 6-(tert-butoxycarbonylamino)hexanoic acid in 60 ml of DCM and the mixture is stirred for 24 hours at RT. It is concentrated under vacuum, the residue is taken up with 100 ml of water and extracted with AcOEt, the organic phase is washed with a 5% solution of potassium carbonate, with a saturated solution of NaCl and with water and dried over sodium sulfate and the solvent is evaporated off under vacuum to g... Starting materials: C1(=CC=CC=C1)N=C=O (phenyl isocyanate), NC1=CC(=NC=C1)C(=O)OC (methyl 4-aminopicolate). Solvent: CC(=O)C (acetone). Run at time 8 hour. Yields the product C(=O)(OC)C1=NC=CC(=C1)NC(=O)NC1=CC=CC=C1 (N-(2-carbomethoxy-4-pyridyl)-N'-phenylurea). RXN SMILES: [C:1]1([N:7]=[C:8]=[O:9])[CH:6]=[CH:5][CH:4]=[CH:3][CH:2]=1.[NH2:10][C:11]1[CH:16]=[CH:15][N:14]=[C:13]([C:17]([O:19][CH3:20])=[O:18])[CH:12]=1>CC(C)=O>[C:17]([C:13]1[CH:12]=[C:11]([NH:10][C:8]([NH:7][C:1]2[CH:6]=[CH:5][CH:4]=[CH:3][CH:2]=2)=[O:9])[CH:16]=[CH:15][N:14]=1)([O:19][CH3:20])=[O:18]. Reported procedure: 146 mg of phenyl isocyanate was added to a solution of 186 mg (1.2 mmol) of methyl 4-aminopicolate in 4 ml of dry acetone. The resulting mixture was agitated at room temperature overnight. Solvent was then evaporated off and the residue chromatographed in a conventional manner using silica gel (solvent:CHCl3 :acetone=4:1 volume). Fractions were collected and solvent removed by distillation. The residue was recrystallized from methanol to give the desired product having a melting point of 206°-20... The reactants are NC1=C(C=NC=C1)S(=O)(=O)N (4-aminopyridine-3-sulfonamide), C(CC)(=O)OC(CC)=O (propionic anhydride). Run in C(C)OCC (diethyl ether). Reaction conditions: temperature 150 celsius. Yields the product C(C)C1=NS(C2=C(N1)C=CN=C2)(=O)=O (3-ETHYL-4H-PYRIDO[4,3-e][1,2,4]THIADIAZINE 1,1-DIOXIDE). RXN SMILES: [NH2:1][C:2]1[CH:7]=[CH:6][N:5]=[CH:4][C:3]=1[S:8]([NH2:11])(=[O:10])=[O:9].[C:12](OC(=O)CC)(=O)[CH2:13][CH3:14]>C(OCC)C>[CH2:13]([C:14]1[NH:1][C:2]2[CH:7]=[CH:6][N:5]=[CH:4][C:3]=2[S:8](=[O:10])(=[O:9])[N:11]=1)[CH3:12]. Procedure: A mixture of 1 g of 4-aminopyridine-3-sulfonamide (Preparation 2) and 10 cm3 of propionic anhydride is heated at 150° C. for 8 hours. After cooling, an equal volume of diethyl ether is added and the precipitate obtained is collected on a filter, washed with diethyl ether and dried. It is recrystallized from hot water. Reactants: FC(C=1C=C(CN(C=2N=NN(N2)C)CC2=C(C=O)C=CC(=C2)C(F)(F)F)C=C(C1)C(F)(F)F)(F)F (2-{[(3,5-bis-trifluoromethyl-benzyl)-(2-methyl-2H-tetrazol-5-yl)-amino]-methyl}-4-trifluoromethyl-benzaldehyde), C1(CCCCC1)[Mg]Br (cyclohexylmagnesium bromide). The solvent is C1CCOC1 (THF). Reaction conditions: time 8 hour. Product: FC(C=1C=C(CN(C=2N=NN(N2)C)CC2=C(C=CC(=C2)C(F)(F)F)C(O)C2CCCCC2)C=C(C1)C(F)(F)F)(F)F ((2-{[(3,5-Bis-trifluoromethyl-benzyl)-(2-methyl-2H-tetrazol-5-yl)-amino]-methyl}-4-trifluoromethyl-phenyl)-cyclohexyl-methanol). The yield is 38.5%. As a reaction SMILES: [F:1][C:2]([F:35])([F:34])[C:3]1[CH:4]=[C:5]([CH:27]=[C:28]([C:30]([F:33])([F:32])[F:31])[CH:29]=1)[CH2:6][N:7]([CH2:14][C:15]1[CH:22]=[C:21]([C:23]([F:26])([F:25])[F:24])[CH:20]=[CH:19][C:16]=1[CH:17]=[O:18])[C:8]1[N:9]=[N:10][N:11]([CH3:13])[N:12]=1.[CH:36]1([Mg]Br)[CH2:41][CH2:40][CH2:39][CH2:38][CH2:37]1>C1COCC1>[F:33][C:30]([F:31])([F:32])[C:28]1[CH:27]=[C:5]([CH:4]=[C:3]([C:2]([F:1])([F:34])[F:35])[CH:29]=1)[CH2:6][N:7]([CH2:14][C:15]1[CH:22]=[C:21]([C:23]([F:26])([F:25])[F:24])[CH:20]=[CH:19][C:16]=1[CH:17]([CH:36]1[CH2:41][CH2:40][CH2:39][CH2:38][CH2:37]1)[OH:18])[C:8]1[N:9]=[N:10][N:11]([CH3:13])[N:12]=1. Procedure: To a solution of 2-{[(3,5-bis-trifluoromethyl-benzyl)-(2-methyl-2H-tetrazol-5-yl)-amino]-methyl}-4-trifluoromethyl-benzaldehyde (244 mg, 0.48 mmoles) in THF (3 mL) at 0° C. was added cyclohexylmagnesium bromide (18% solution in THF, 0.6 mL, 0.57 mmoles) and the reaction was allow to warm to room temperature and stirred overnight. The reaction mixture was quenched with aqueous NH4Cl and extracted with ethyl acetate. The organic layer was washed with brine, dried over sodium sulfate and concentrat...